This data is from the Open Reaction Database (ORD), a public repository of structured organic reaction records. The task is: describe an organic reaction: reactants, conditions, products, and yield Starting materials: C1(=CC=CC=C1)P(C1=CC=CC=C1)C1=CC=CC=C1 (triphenylphosphine), COC=1C=CC2=C(S(C(=C2OC2=CC=C(C=C2)/C=C/C(=O)OC)C2=CC=C(C=C2)OC)=O)C1 ((E)-methyl 3-(4-((6-methoxy-2-(4-methoxyphenyl)-1-oxidobenzo[b]thiophen-3-yl)oxy)phenyl)acrylate). Run in C1CCOC1 (THF). Run at temperature 75 celsius. Product: COC=1C=CC2=C(SC(=C2OC2=CC=C(C=C2)/C=C/C(=O)OC)C2=CC=C(C=C2)OC)C1 ((E)-methyl 3-(4-((6-methoxy-2-(4-methoxyphenyl)benzo[b]thiophen-3-yl)oxy)phenyl)acrylate). The yield is 58.1%. Reaction SMILES: [CH3:1][O:2][C:3]1[CH:4]=[CH:5][C:6]2[C:10]([O:11][C:12]3[CH:17]=[CH:16][C:15](/[CH:18]=[CH:19]/[C:20]([O:22][CH3:23])=[O:21])=[CH:14][CH:13]=3)=[C:9]([C:24]3[CH:29]=[CH:28][C:27]([O:30][CH3:31])=[CH:26][CH:25]=3)[S:8](=O)[C:7]=2[CH:33]=1.C1(P(C2C=CC=CC=2)C2C=CC=CC=2)C=CC=CC=1>C1COCC1>[CH3:1][O:2][C:3]1[CH:4]=[CH:5][C:6]2[C:10]([O:11][C:12]3[CH:17]=[CH:16][C:15](/[CH:18]=[CH:19]/[C:20]([O:22][CH3:23])=[O:21])=[CH:14][CH:13]=3)=[C:9]([C:24]3[CH:25]=[CH:26][C:27]([O:30][CH3:31])=[CH:28][CH:29]=3)[S:8][C:7]=2[CH:33]=1. Procedure details: To a 30 mL vial containing (E)-methyl 3-(4-((6-methoxy-2-(4-methoxyphenyl)-1-oxidobenzo[b]thiophen-3-yl)oxy)phenyl)acrylate (200 mg, 0.43 mmol) was added THF (5 mL), triphenylphosphine (420 mg, 1.60 mmol) and TMS-C1 (0.553 mL, 4.32 mmol). The reaction was heated to 75° C. for 18 h after which time the mixture was cooled to room temperature, quenched with sat. aq. NaHCO3 and diluted with DCM. The organic phase was collected (phase separator) and concentrated in vacuo to afford the crude product w... Reported procedure: 4-[(2-Chloro-5,6-dimethyl-3-nitropyridin-4-yl)amino]butan-1-ol (20.00 g, 93.07 mmol) and additional dioxane (˜30 mL) were added. The reaction mixture was heated at reflux for 3 hours and then allowed to stand at ambient temperature overnight. The reaction mixture was concentrated under reduced pressure. The residue was diluted with water (200 mL) and then extracted with ethyl acetate (300 mL). The extract was washed with water (2×100 mL) then with brine, dried over magnesium sulfate, filtered an... Conditions: time 8 hour. Product: CC1=NC(=C(C(=C1C)NCCCCO)[N+](=O)[O-])OC1=CC=CC=C1 (4-[(2,3-dimethyl-5-nitro-6-phenoxypyridin-4-yl)amino]butan-1-ol). RXN SMILES: Cl[C:2]1[C:7]([N+:8]([O-:10])=[O:9])=[C:6]([NH:11][CH2:12][CH2:13][CH2:14][CH2:15][OH:16])[C:5]([CH3:17])=[C:4]([CH3:18])[N:3]=1.[O:19]1[CH2:24][CH2:23]OCC1>>[CH3:18][C:4]1[C:5]([CH3:17])=[C:6]([NH:11][CH2:12][CH2:13][CH2:14][CH2:15][OH:16])[C:7]([N+:8]([O-:10])=[O:9])=[C:2]([O:19][C:24]2[CH:23]=[CH:6][CH:5]=[CH:4][CH:18]=2)[N:3]=1. The reactants are ClC1=NC(=C(C(=C1[N+](=O)[O-])NCCCCO)C)C (4-[(2-Chloro-5,6-dimethyl-3-nitropyridin-4-yl)amino]butan-1-ol), O1CCOCC1 (dioxane). Starting materials: ice water, C1(=CC=CC=C1)SC (Thioanisole), [Al+3].[Cl-].[Cl-].[Cl-] (AlCl3), C(CCCCCCCC(=O)Cl)(=O)Cl (Azelaoyl chloride). The solvent is C(Cl)Cl (CH2Cl2). Run at time 19 hour. Product: CSC1=CC=C(C=C1)C(CCCCCCCC(=O)C1=CC=C(C=C1)SC)=O (1,9-Bis-(4-methylsulfanyl-phenyl)-nonane-1,9-dione). Reaction SMILES: [C:1]1([S:7][CH3:8])[CH:6]=[CH:5][CH:4]=[CH:3][CH:2]=1.[Al+3].[Cl-].[Cl-].[Cl-].[C:13](Cl)(=[O:24])[CH2:14][CH2:15][CH2:16][CH2:17][CH2:18][CH2:19][CH2:20][C:21](Cl)=[O:22]>C(Cl)Cl>[CH3:8][S:7][C:1]1[CH:6]=[CH:5][C:4]([C:13](=[O:24])[CH2:14][CH2:15][CH2:16][CH2:17][CH2:18][CH2:19][CH2:20][C:21]([C:4]2[CH:5]=[CH:6][C:1]([S:7][CH3:8])=[CH:2][CH:3]=2)=[O:22])=[CH:3][CH:2]=1 |f:1.2.3.4|. Reported procedure: Thioanisole (23.5 ml, 0.20 mol) is added to a suspension of AlCl3 (27.3 g, 0.205 mol) in 200 ml of CH2Cl2. Azelaoyl chloride (19.7 ml, 0.10 mol) is added dropwise slowly, while the reaction mixture is cooled in an ice bath and the reaction solution is stirred for 19 h at room temperature. Then, the reaction solution is poured into ice-water. The produced white precipitate is filtered off and the crude product is extracted from the filtrate with CH2Cl2, washed with brine, dried over MgSO4, and co... The reactants are [BH4-], CO, NCC(O)c1cccc(Cl)c1, [Na+], COC(=O)c1ccc(OCC(C)=O)cc1, c1ccccc1. Yields the product COC(=O)c1ccc(OCC(C)NCC(O)c2cccc(Cl)c2)cc1. As a reaction SMILES: [BH4-:33].[CH3:35][OH:36].[NH2:1][CH2:2][CH:3]([OH:4])[c:5]1[cH:6][c:7]([Cl:11])[cH:8][cH:9][cH:10]1.[Na+:34].[O:12]=[C:13]([CH2:14][O:15][c:16]1[cH:17][cH:18][c:19]([C:20](=[O:21])[O:22][CH3:23])[cH:24][cH:25]1)[CH3:26].[cH:27]1[cH:28][cH:29][cH:30][cH:31][cH:32]1>>[NH:1]([CH2:2][CH:3]([OH:4])[c:5]1[cH:6][c:7]([Cl:11])[cH:8][cH:9][cH:10]1)[CH:13]([CH2:14][O:15][c:16]1[cH:17][cH:18][c:19]([C:20](=[O:21])[O:22][CH3:23])[cH:24][cH:25]1)[CH3:26].